Dataset: the Open Reaction Database (ORD), a public repository of structured organic reaction records. Task: describe an organic reaction: reactants, conditions, products, and yield The reactants are C(C)NC(=O)NC1=NC=C(C(=C1)C=1SC=C(N1)C(F)(F)F)B1OC(C(O1)(C)C)(C)C (1-Ethyl-3-(5-(4,4,5,5-tetramethyl-1,3,2-dioxaborolan-2-yl)-4-(4-(trifluoromethyl)thiazol-2-yl)pyridin-2-yl)urea), C([O-])([O-])=O.[Cs+].[Cs+] (cesium carbonate), IC=1C=C2C(C(=CN(C2=CC1)CCOC)C(=O)OCC)=O (ethyl 6-iodo-1-(2-methoxyethyl)-4-oxo-1,4-dihydroquinoline-3-carboxylate), O (water), C(C)NC(=O)NC1=NC=C(C(=C1)C=1SC=C(N1)C(F)(F)F)B1OC(C(O1)(C)C)(C)C (1-Ethyl-3-(5-(4,4,5,5-tetramethyl-1,3,2-dioxaborolan-2-yl)-4-(4-(trifluoromethyl)thiazol-2-yl)pyridin-2-yl)urea), IC=1C=C2C(C(=CN(C2=CC1)CCOC)C(=O)OCC)=O (ethyl 6-iodo-1-(2-methoxyethyl)-4-oxo-1,4-dihydroquinoline-3-carboxylate), tris(dibenzylideneacetaone)palladium (0). The reagents and catalysts are C=1C=CC(=CC1)[P](C=2C=CC=CC2)(C=3C=CC=CC3)[Pd]([P](C=4C=CC=CC4)(C=5C=CC=CC5)C=6C=CC=CC6)([P](C=7C=CC=CC7)(C=8C=CC=CC8)C=9C=CC=CC9)[P](C=1C=CC=CC1)(C=1C=CC=CC1)C=1C=CC=CC1 (tetrakis(triphenylphosphine)palladium). The solvent is O1CCOCC1 (dioxane). Run at temperature 100 celsius, time 1 hour. Yields the product C(C)NC(NC1=CC(=C(C=N1)C=1C=C2C(C(=CN(C2=CC1)CCOC)C(=O)OCC)=O)C=1SC=C(N1)C(F)(F)F)=O (Ethyl 6-(6-(3-ethylureido)-4-(4-(trifluoromethyl)thiazol-2-yl)pyridin-3-yl)-1-(2-methoxyethyl)-4-oxo-1,4-dihydroquinoline-3-carboxylate). The yield is 39.1%. As a reaction SMILES: [CH2:1]([NH:3][C:4]([NH:6][C:7]1[CH:12]=[C:11]([C:13]2[S:14][CH:15]=[C:16]([C:18]([F:21])([F:20])[F:19])[N:17]=2)[C:10](B2OC(C)(C)C(C)(C)O2)=[CH:9][N:8]=1)=[O:5])[CH3:2].I[C:32]1[CH:33]=[C:34]2[C:39](=[CH:40][CH:41]=1)[N:38]([CH2:42][CH2:43][O:44][CH3:45])[CH:37]=[C:36]([C:46]([O:48][CH2:49][CH3:50])=[O:47])[C:35]2=[O:51].C(=O)([O-])[O-].[Cs+].[Cs+].O>O1CCOCC1.C1C=CC([P]([Pd]([P](C2C=CC=CC=2)(C2C=CC=CC=2)C2C=CC=CC=2)([P](C2C=CC=CC=2)(C2C=CC=CC=2)C2C=CC=CC=2)[P](C2C=CC=CC=2)(C2C=CC=CC=2)C2C=CC=CC=2)(C2C=CC=CC=2)C2C=CC=CC=2)=CC=1>[CH2:1]([NH:3][C:4](=[O:5])[NH:6][C:7]1[N:8]=[CH:9][C:10]([C:32]2[CH:33]=[C:34]3[C:39](=[CH:40][CH:41]=2)[N:38]([CH2:42][CH2:43][O:44][CH3:45])[CH:37]=[C:36]([C:46]([O:48][CH2:49][CH3:50])=[O:47])[C:35]3=[O:51])=[C:11]([C:13]2[S:14][CH:15]=[C:16]([C:18]([F:19])([F:20])[F:21])[N:17]=2)[CH:12]=1)[CH3:2] |f:2.3.4,^1:68,70,89,108|. Procedure: 1-Ethyl-3-(5-(4,4,5,5-tetramethyl-1,3,2-dioxaborolan-2-yl)-4-(4-(trifluoromethyl)thiazol-2-yl)pyridin-2-yl)urea (0.171 g, 0.39 mmol, Intermediate 17), ethyl 6-iodo-1-(2-methoxyethyl)-4-oxo-1,4-dihydroquinoline-3-carboxylate (0.155 g, 0.39 mmol, Intermediate 20), cesium carbonate (0.214 g, 0.66 mmol, Aldrich) and tris(dibenzylideneacetaone)palladium (0) (0.035 g, 0.04 mmol, Aldrich) or tetrakis(triphenylphosphine)palladium (0) (5 mol %, Strem) were combined in dioxane (2 mL)/water (0 mL) and heat... The reactants are CC1CNCC(C)N1, CN(C)C=O, O=C(O)c1cn(C2CC2)c2c(F)c(F)c(F)c(F)c2c1=O. The product is CC1CN(c2c(F)c(F)c3c(=O)c(C(=O)O)cn(C4CC4)c3c2F)CC(C)N1. Reaction SMILES: [CH3:22][CH:23]1[NH:24][CH:25]([CH3:29])[CH2:26][NH:27][CH2:28]1.[CH3:30][N:31]([CH3:32])[CH:33]=[O:34].[CH:1]1([n:4]2[cH:5][c:6]([C:19](=[O:20])[OH:21])[c:7](=[O:18])[c:8]3[c:9]([F:17])[c:10]([F:16])[c:11]([F:15])[c:12]([F:14])[c:13]23)[CH2:2][CH2:3]1>>[CH:1]1([n:4]2[cH:5][c:6]([C:19](=[O:20])[OH:21])[c:7](=[O:18])[c:8]3[c:9]([F:17])[c:10]([F:16])[c:11]([N:27]4[CH2:26][CH:25]([CH3:29])[NH:24][CH:23]([CH3:22])[CH2:28]4)[c:12]([F:14])[c:13]23)[CH2:2][CH2:3]1. The reactants are ClC1=CC=C2C=C(N(C2=C1)CC#N)C(=O)OC (methyl 6-chloro-1-(cyanomethyl)-indole-2-carboxylate), S(=O)(=O)([O-])[O-].[Mg+2] (magnesium sulfate), [H-].[Al+3].[Li+].[H-].[H-].[H-] (lithium aluminium hydride), [OH-].[Na+] (sodium hydroxide). The solvent is O (Water), CCOCC (ether), O (water). Reaction conditions: time 30 minute. Yields the product C(\C=C\C(=O)O)(=O)O.ClC=1C=CC=2C=C3N(C2C1)CCNC3 (7-Chloro-1,2,3,4-tetrahydropyrazino[1,2-a]indole fumarate). Isolated yield 56.0%. Reaction SMILES: [H-].[Al+3].[Li+].[H-].[H-].[H-].[Cl:7][C:8]1[CH:16]=[C:15]2[C:11]([CH:12]=[C:13]([C:20]([O:22]C)=[O:21])[N:14]2[CH2:17][C:18]#[N:19])=[CH:10][CH:9]=1.[OH-:24].[Na+].S([O-])([O-])(=O)=[O:27].[Mg+2]>CCOCC.O>[C:20]([OH:22])(=[O:21])/[CH:13]=[CH:12]/[C:11]([OH:27])=[O:24].[Cl:7][C:8]1[CH:9]=[CH:10][C:11]2[CH:12]=[C:13]3[CH2:20][NH:19][CH2:18][CH2:17][N:14]3[C:15]=2[CH:16]=1 |f:0.1.2.3.4.5,7.8,9.10,13.14|. Procedure: To a stirred suspension of lithium aluminium hydride (95%; 1.18 g, 29.5 mmol) in anhydrous ether (150 mL) under Ar at 14° C. was added portionwise, over 20 min, methyl 6-chloro-1-(cyanomethyl)-indole-2-carboxylate (2.95 g, 11.9 mmol), allowing the internal temperature to stay at, or below 25° C. After addition was complete, the mixture was heated at reflux for 18 h, then allowed to cool. Water (1.18 mL) was cautiously added, followed by 15% aqueous sodium hydroxide (1.18 mL), then water (3.5 mL)... The reactants are C(C)(C)(C)OC(=O)CC=1C(=NN(C1CC)CC1=C(C=C(C(=O)O)C=C1)F)CC (4-(4-tert-butoxycarbonylmethyl-3,5-diethylpyrazol-1-ylmethyl)-3-fluorobenzoic acid), C(C)(C)N(CC)C(C)C (diisopropylethylamine), C(C)(=O)O (acetic acid), NC1=NC=CC=C1N (2,3-diaminopyridine). Yields the product C(C)C1=NN(C(=C1CC(=O)O)CC)CC1=C(C=C(C=C1)C1=NC=2C(=NC=CC2)N1)F ((3,5-diethyl-1-[2-fluoro-4-(3H-imidazo[4,5-b]pyridin-2-yl)benzyl]-1H-pyrazol-4-yl)acetic acid). Procedure: To a stirred solution of 4-(4-tert-butoxycarbonylmethyl-3,5-diethylpyrazol-1-ylmethyl)-3-fluorobenzoic acid (19 mg) in dimethylformamide (2 ml) at room temperature is added diisopropylethylamine (50 μl). After 10 min, the solution is added to 2,3-diaminopyridine (7 mg). After 2 days, glacial acetic acid (2 ml) is added and the reaction is heated to 130° C. After 15 h, the reaction is allowed to cool to room temperature and concentrated in vacuo. The residue is dissolved in dichloromethane and tr... The yield is 50.4%. Reaction conditions: temperature 130 celsius, time 10 minute. The solvent is CN(C=O)C (dimethylformamide). RXN SMILES: C([O:5][C:6]([CH2:8][C:9]1[C:10]([CH2:27][CH3:28])=[N:11][N:12]([CH2:16][C:17]2[CH:25]=[CH:24][C:20]([C:21](O)=O)=[CH:19][C:18]=2[F:26])[C:13]=1[CH2:14][CH3:15])=[O:7])(C)(C)C.C(N(C(C)C)CC)(C)C.[NH2:38][C:39]1[C:44]([NH2:45])=[CH:43][CH:42]=[CH:41][N:40]=1.C(O)(=O)C>CN(C)C=O>[CH2:27]([C:10]1[C:9]([CH2:8][C:6]([OH:5])=[O:7])=[C:13]([CH2:14][CH3:15])[N:12]([CH2:16][C:17]2[CH:25]=[CH:24][C:20]([C:21]3[NH:38][C:39]4=[N:40][CH:41]=[CH:42][CH:43]=[C:44]4[N:45]=3)=[CH:19][C:18]=2[F:26])[N:11]=1)[CH3:28].